From a dataset of the Open Reaction Database (ORD), a public repository of structured organic reaction records. describe an organic reaction: reactants, conditions, products, and yield Starting materials: aqueous solution, [OH-].[Na+] (sodium hydroxide), CC1(C(CCC1)=O)C (2,2-dimethylcyclopentanone), ClC1=CC=C(C=O)C=C1 (4-chlorobenzaldehyde). Run in C(C)O (ethanol). Run at time 30 minute. Yields the product CC1(C(C(CC1)=CC1=CC=C(C=C1)Cl)=O)C (2,2-dimethyl-5-(4-chlorobenzylidene)-1-cyclopentanone). The yield is 59.7%. As a reaction SMILES: [OH-].[Na+].[CH3:3][C:4]1([CH3:10])[CH2:8][CH2:7][CH2:6][C:5]1=[O:9].[Cl:11][C:12]1[CH:19]=[CH:18][C:15]([CH:16]=O)=[CH:14][CH:13]=1>C(O)C>[CH3:3][C:4]1([CH3:10])[CH2:8][CH2:7][C:6](=[CH:16][C:15]2[CH:18]=[CH:19][C:12]([Cl:11])=[CH:13][CH:14]=2)[C:5]1=[O:9] |f:0.1|. Procedure: 100 ml of a 10% aqueous solution of sodium hydroxide were added to a mixture of 10 g of 2,2-dimethylcyclopentanone and 13.8 g of 4-chlorobenzaldehyde in 100 ml of ethanol at 0° C. After 30 minutes, a thick slurry was filtered off and the solid was washed and then dried. 12.5 g of 2,2-dimethyl-5-(4-chlorobenzylidene)-1-cyclopentanone with a melting point of 120° C. were obtained. This compound, dissolved in 50 ml of THF, was added to a solution formed in the following manner: 1.9 g of sodium hydr... Starting materials: CN(CCCNC(=O)OC(C)(C)C)CCCN1C(=O)C2=CC=CC3=CC=CC(C1=O)C32, ClCCl, O=C(O)C(F)(F)F. The product is CN(CCCN)CCCN1C(=O)C2=CC=CC3=CC=CC(C1=O)C32. RXN SMILES: [C:1]([O:2][C:3](=[O:4])[NH:7][CH2:8][CH2:9][CH2:10][N:11]([CH3:12])[CH2:13][CH2:14][CH2:15][N:16]1[C:17](=[O:30])[C:18]2=[CH:19][CH:20]=[CH:21][C:22]3=[CH:29][CH:28]=[CH:27][CH:24]([CH:23]23)[C:25]1=[O:26])([CH3:5])([CH3:6])[CH3:31].[Cl:39][CH2:40][Cl:41].[OH:32][C:33]([C:34]([F:35])([F:36])[F:37])=[O:38]>>[NH2:7][CH2:8][CH2:9][CH2:10][N:11]([CH3:12])[CH2:13][CH2:14][CH2:15][N:16]1[C:17](=[O:30])[C:18]2=[CH:19][CH:20]=[CH:21][C:22]3=[CH:29][CH:28]=[CH:27][CH:24]([CH:23]23)[C:25]1=[O:26].